Dataset: the Open Reaction Database (ORD), a public repository of structured organic reaction records. Task: describe an organic reaction: reactants, conditions, products, and yield The reactants are BrC1=CC=C(CN(CCCN)C2=NC=CC=C2)C=C1 (N-(4-bromobenzyl)-N-(pyridin-2-yl)pro-pane-1,3-diamine), O1CCN(CC1)CCCN=C=S (3-morpholinopropyl isothiocyanate). The reagents and catalysts are O1CCN(CC1)CCCN=C=S (3-morpholinopropyl isothiocyanate). Run in C(Cl)(Cl)Cl (chloroform). Run at time 20 hour. Yields the product BrC1=CC=C(CN(C2=NC=CC=C2)CCCNC(=S)NCCCN2CCOCC2)C=C1 (1-(3-(N-(4-Bromobenzyl)-N-(pyridin-2-yl)amino)propyl)-3-(3-(morpholin-4-yl)propyl)thiourea). Isolated yield 75.9%. RXN SMILES: [Br:1][C:2]1[CH:19]=[CH:18][C:5]([CH2:6][N:7]([C:12]2[CH:17]=[CH:16][CH:15]=[CH:14][N:13]=2)[CH2:8][CH2:9][CH2:10][NH2:11])=[CH:4][CH:3]=1.[O:20]1[CH2:25][CH2:24][N:23]([CH2:26][CH2:27][CH2:28][N:29]=[C:30]=[S:31])[CH2:22][CH2:21]1>C(Cl)(Cl)Cl.O1CCN(CCCN=C=S)CC1>[Br:1][C:2]1[CH:19]=[CH:18][C:5]([CH2:6][N:7]([CH2:8][CH2:9][CH2:10][NH:11][C:30]([NH:29][CH2:28][CH2:27][CH2:26][N:23]2[CH2:24][CH2:25][O:20][CH2:21][CH2:22]2)=[S:31])[C:12]2[CH:17]=[CH:16][CH:15]=[CH:14][N:13]=2)=[CH:4][CH:3]=1. Reported procedure: To a solution of N-(4-bromobenzyl)-N-(pyridin-2-yl)pro-pane-1,3-diamine (1.0 g, 3.123 mmol) in chloroform (40 ml) was added 3-morpholinopropyl isothiocyanate (593 mg, 3.123 mmol) and the reaction mixture was stirred for 20 h at reflux temperature. To the reaction mixture was added 10 drops of 3-morpholinopropyl isothiocyanate and the reaction mixture was stirred for an additional 4 h at reflux temperature. The volatiles were evaporated in vacuo and the residue (2.05 g) was dissolved in ethyl ace... Starting materials: C1(=CC=CC=C1)C1=CN(C2=CC(=CC=C12)C(=O)OC)C(=O)OC(C)(C)C (1-tert-Butyl 6-methyl 3-phenyl-1H-indole-1,6-dicarboxylate), C(=O)(C(F)(F)F)O (TFA). The solvent is C(Cl)Cl (CH2Cl2). Reaction conditions: time 3 hour. Yields the product OC(=O)C(F)(F)F.C1(=CC=CC=C1)C1=CNC2=CC(=CC=C12)C(=O)OC (Methyl 3-phenyl-1H-indole-6-carboxylate TFA salt). RXN SMILES: [C:1]1([C:7]2[C:15]3[C:10](=[CH:11][C:12]([C:16]([O:18][CH3:19])=[O:17])=[CH:13][CH:14]=3)[N:9](C(OC(C)(C)C)=O)[CH:8]=2)[CH:6]=[CH:5][CH:4]=[CH:3][CH:2]=1.[C:27]([OH:33])([C:29]([F:32])([F:31])[F:30])=[O:28]>C(Cl)Cl>[OH:33][C:27]([C:29]([F:32])([F:31])[F:30])=[O:28].[C:1]1([C:7]2[C:15]3[C:10](=[CH:11][C:12]([C:16]([O:18][CH3:19])=[O:17])=[CH:13][CH:14]=3)[NH:9][CH:8]=2)[CH:2]=[CH:3][CH:4]=[CH:5][CH:6]=1 |f:3.4|. Procedure details: To a solution of 1-tert-butyl 6-methyl 3-phenyl-1H-indole-1,6-dicarboxylate 62b (4.04 mmol, 1.42 g) in CH2Cl2 (8 mL) was added 6 mL of TFA. The resulting solution was stirred for 3 h. The mixture was then concentrated and washed with hexanes to afford 62c. Starting materials: CC1=C(OC2=C(C=CC=C2C1=O)C(=O)Cl)C1=CC(=CC=C1)C (3,3'-dimethylflavone-8-carboxylic acid chloride), N1(CCCCC1)CCCN (3-piperidinopropylamine), Cl (HCl). The solvent is C1=CC=CC=C1 (benzene). Reaction conditions: time 2 hour. The product is N1(CCCCC1)CCCNC(=O)C=1C=CC=C2C(C(=C(OC12)C1=CC(=CC=C1)C)C)=O (N-(3-Piperidinopropyl)-3,3'-dimethylflavone-8-carboxamide). Yield: 61.8%. RXN SMILES: [CH3:1][C:2]1[C:11](=[O:12])[C:10]2[C:5](=[C:6]([C:13](Cl)=[O:14])[CH:7]=[CH:8][CH:9]=2)[O:4][C:3]=1[C:16]1[CH:21]=[CH:20][CH:19]=[C:18]([CH3:22])[CH:17]=1.[N:23]1([CH2:29][CH2:30][CH2:31][NH2:32])[CH2:28][CH2:27][CH2:26][CH2:25][CH2:24]1.Cl>C1C=CC=CC=1>[N:23]1([CH2:29][CH2:30][CH2:31][NH:32][C:13]([C:6]2[CH:7]=[CH:8][CH:9]=[C:10]3[C:5]=2[O:4][C:3]([C:16]2[CH:21]=[CH:20][CH:19]=[C:18]([CH3:22])[CH:17]=2)=[C:2]([CH3:1])[C:11]3=[O:12])=[O:14])[CH2:28][CH2:27][CH2:26][CH2:25][CH2:24]1. Procedure: To a solution of 3,3'-dimethylflavone-8-carboxylic acid chloride (prepared from 1.00 g of 3,3'-dimethylflavone-8-carboxylic acid and 0.50 ml of thionyl chloride) in 30 ml of benzene were added 0.44 g of 3-piperidinopropylamine and the mixture was stirred for 2 hours at room temperature. To the mixture was added aqueous HCl soluction and the mixture was shaken. The water layer was separated and made alkaline with potassium carbonate and extracted with chloroform. The extract was washed with water... Starting materials: C1CCOC1, COC(=O)c1ccc(NC(=O)C2CC(OC)CN2C(=O)Nc2ccc(Cl)cc2)cc1, C[Si](C)(C)[O-], [K+]. Product: COC1CC(C(=O)Nc2ccc(C(=O)O)cc2)N(C(=O)Nc2ccc(Cl)cc2)C1. As a reaction SMILES: [CH2:37]1[O:38][CH2:39][CH2:40][CH2:41]1.[CH3:1][O:2][C:3]([c:4]1[cH:5][cH:6][c:7]([NH:10][C:11](=[O:12])[CH:13]2[N:14]([C:20]([NH:21][c:22]3[cH:23][cH:24][c:25]([Cl:28])[cH:26][cH:27]3)=[O:29])[CH2:15][CH:16]([O:18][CH3:19])[CH2:17]2)[cH:8][cH:9]1)=[O:30].[CH3:31][Si:32]([CH3:33])([CH3:34])[O-:35].[K+:36]>>[O:2]=[C:3]([c:4]1[cH:5][cH:6][c:7]([NH:10][C:11](=[O:12])[CH:13]2[N:14]([C:20]([NH:21][c:22]3[cH:23][cH:24][c:25]([Cl:28])[cH:26][cH:27]3)=[O:29])[CH2:15][CH:16]([O:18][CH3:19])[CH2:17]2)[cH:8][cH:9]1)[OH:30]. The reactants are OCCCO, COCCOC, CCOC(C)=O, Nc1c(C(=O)C2CCCCC2)cc(Br)cc1[N+](=O)[O-], [Na+], O=C([O-])O, [Pd], OB(O)c1cccnc1. Yields the product Nc1c(C(=O)C2CCCCC2)cc(-c2cccnc2)cc1[N+](=O)[O-]. As a reaction SMILES: [CH2:20]([OH:21])[CH2:22][CH2:23][OH:24].[CH3:39][O:40][CH2:41][CH2:42][O:43][CH3:44].[CH3:45][CH2:46][O:47][C:48]([CH3:49])=[O:50].[NH2:1][c:2]1[c:3]([C:12](=[O:13])[CH:14]2[CH2:15][CH2:16][CH2:17][CH2:18][CH2:19]2)[cH:4][c:5]([Br:11])[cH:6][c:7]1[N+:8](=[O:9])[O-:10].[Na+:38].[O-:34][C:35]([OH:36])=[O:37].[Pd:51].[n:25]1[cH:26][c:27]([B:31]([OH:32])[OH:33])[cH:28][cH:29][cH:30]1>>[NH2:1][c:2]1[c:3]([C:12](=[O:13])[CH:14]2[CH2:15][CH2:16][CH2:17][CH2:18][CH2:19]2)[cH:4][c:5](-[c:27]2[cH:26][n:25][cH:30][cH:29][cH:28]2)[cH:6][c:7]1[N+:8](=[O:9])[O-:10]. Reactants: Brc1ccc(CN2CCNC(Cc3ccccc3)C2)cc1, CCO, Cc1ccc(C)c(B(O)O)c1, Cc1ccccc1, [Na+], [Na+], O=C([O-])[O-], c1ccc(P(c2ccccc2)(c2ccccc2)[Pd](P(c2ccccc2)(c2ccccc2)c2ccccc2)(P(c2ccccc2)(c2ccccc2)c2ccccc2)P(c2ccccc2)(c2ccccc2)c2ccccc2)cc1. The product is Cc1ccc(C)c(-c2ccc(CN3CCNC(Cc4ccccc4)C3)cc2)c1. As a reaction SMILES: [CH2:1]([c:2]1[cH:3][cH:4][cH:5][cH:6][cH:7]1)[CH:8]1[CH2:9][N:10]([CH2:14][c:15]2[cH:16][cH:17][c:18]([Br:21])[cH:19][cH:20]2)[CH2:11][CH2:12][NH:13]1.[CH3:123][CH2:124][OH:125].[CH3:22][c:23]1[c:24]([B:30]([OH:31])[OH:32])[cH:25][c:26]([CH3:29])[cH:27][cH:28]1.[CH3:39][c:40]1[cH:41][cH:42][cH:43][cH:44][cH:45]1.[Na+:33].[Na+:34].[O-:35][C:36](=[O:37])[O-:38].[cH:46]1[cH:47][cH:48][c:49]([P:50]([Pd:51]([P:52]([c:53]2[cH:54][cH:55][cH:56][cH:57][cH:58]2)([c:59]2[cH:60][cH:61][cH:62][cH:63][cH:64]2)[c:65]2[cH:66][cH:67][cH:68][cH:69][cH:70]2)([P:71]([c:72]2[cH:73][cH:74][cH:75][cH:76][cH:77]2)([c:78]2[cH:79][cH:80][cH:81][cH:82][cH:83]2)[c:84]2[cH:85][cH:86][cH:87][cH:88][cH:89]2)[P:90]([c:91]2[cH:92][cH:93][cH:94][cH:95][cH:96]2)([c:97]2[cH:98][cH:99][cH:100][cH:101][cH:102]2)[c:103]2[cH:104][cH:105][cH:106][cH:107][cH:108]2)([c:109]2[cH:110][cH:111][cH:112][cH:113][cH:114]2)[c:115]2[cH:116][cH:117][cH:118][cH:119][cH:120]2)[cH:121][cH:122]1>>[CH2:1]([c:2]1[cH:3][cH:4][cH:5][cH:6][cH:7]1)[CH:8]1[CH2:9][N:10]([CH2:14][c:15]2[cH:16][cH:17][c:18](-[c:24]3[c:23]([CH3:22])[cH:28][cH:27][c:26]([CH3:29])[cH:25]3)[cH:19][cH:20]2)[CH2:11][CH2:12][NH:13]1. The reactants are C1CCOC1, CC(C)(C)[O-], O=C(O)c1cc([N+](=O)[O-])ccc1Cl, ClCCCl, [K+], [Na+], O=C([O-])O, CN(C)C=O, O=S(Cl)Cl. Yields the product CC(C)(C)OC(=O)c1cc([N+](=O)[O-])ccc1Cl. Reaction SMILES: [CH2:33]1[O:34][CH2:35][CH2:36][CH2:37]1.[CH3:23][C:24]([CH3:25])([O-:26])[CH3:27].[Cl:1][c:2]1[c:3]([C:4](=[O:5])[OH:6])[cH:7][c:8]([N+:11](=[O:12])[O-:13])[cH:9][cH:10]1.[Cl:29][CH2:30][CH2:31][Cl:32].[K+:28].[Na+:42].[O-:38][C:39]([OH:40])=[O:41].[O:18]=[CH:19][N:20]([CH3:21])[CH3:22].[S:14]([Cl:15])([Cl:16])=[O:17]>>[Cl:1][c:2]1[c:3]([C:4](=[O:5])[O:6][C:24]([CH3:23])([CH3:25])[CH3:27])[cH:7][c:8]([N+:11](=[O:12])[O-:13])[cH:9][cH:10]1.